The task is: describe an organic reaction: reactants, conditions, products, and yield. This data is from the Open Reaction Database (ORD), a public repository of structured organic reaction records. Reactants: Cl.C1(CCCCC1)C(C1=CC=CC=C1)(O)C1CCN(CC1)CCCC(=O)C1=CC=C(C=C1)C(C)(C)C (4-[4-(α-cyclohexyl-α-hydroxybenzyl)piperidino]4'-tert-butylbutyrophenone hydrochloride), Cl.C(C)(C)(C)C1=CC=C(C=C1)C(C1=CC=CC=C1)(O)C1CCN(CC1)CCCC(=O)C1=CC=CC=C1 (4-[4-[α-(p-tert-butylphenyl)-α-hydroxybenzyl]piperidino]butyrophenone hydrochloride). The product is C(C)(C)(C)C1=CC=C(C=C1)C(CCCN1CCC(CC1)C(C1=CC=CC=C1)(O)C1CCCCC1)O (α-(4-tert-butylphenyl)-4-(α-cyclohexyl-α-hydroxybenzyl)-1-piperidinebutanol). Reaction SMILES: Cl.[CH:2]1([C:8]([CH:16]2[CH2:21][CH2:20][N:19]([CH2:22][CH2:23][CH2:24][C:25]([C:27]3[CH:32]=[CH:31][C:30]([C:33]([CH3:36])([CH3:35])[CH3:34])=[CH:29][CH:28]=3)=[O:26])[CH2:18][CH2:17]2)([OH:15])[C:9]2[CH:14]=[CH:13][CH:12]=[CH:11][CH:10]=2)[CH2:7][CH2:6][CH2:5][CH2:4][CH2:3]1.Cl.C(C1C=CC(C(C2CCN(CCCC(C3C=CC=CC=3)=O)CC2)(O)C2C=CC=CC=2)=CC=1)(C)(C)C>>[C:33]([C:30]1[CH:29]=[CH:28][C:27]([CH:25]([OH:26])[CH2:24][CH2:23][CH2:22][N:19]2[CH2:18][CH2:17][CH:16]([C:8]([CH:9]3[CH2:10][CH2:11][CH2:12][CH2:13][CH2:14]3)([OH:15])[C:2]3[CH:3]=[CH:4][CH:5]=[CH:6][CH:7]=3)[CH2:21][CH2:20]2)=[CH:32][CH:31]=1)([CH3:36])([CH3:34])[CH3:35] |f:0.1,2.3|. Procedure details: When in the procedure of Example 1 an appropriate amount of 4-[4-(α-cyclohexyl-α-hydroxybenzyl)piperidino]4'-tert-butylbutyrophenone hydrochloride is substituted for 4-[4-[α-(p-tert-butylphenyl)-α-hydroxybenzyl]piperidino]butyrophenone hydrochloride and the reaction mixture is refluxed for three hours, α-(4-tert-butylphenyl)-4-(α-cyclohexyl-α-hydroxybenzyl)-1-piperidinebutanol is obtained, M.P. 75°-81°C. This compound was converted to the the hydrochloride salt, M.P. 240°-242.5°C. (dec.) by the ... Reactants: N, [B-]1([C@@H]2[C@H]([C@H]3C([C@@H](C2)C3)(C)C)C)[C@H]2CCC[C@@H]1CCC2.[Li+], C1CN(C[C@@H](C1=O)O)S(=O)(=O)C. The reagents and catalysts are c1ccc(cc1)-c2c3ccccc3cc4ccccc24 (9-Phenylanthracene), CC(C)[O-].CC(C)[O-].CC(C)[O-].CC(C)[O-].[Ti+4] (Ti(OiPr)4). Conditions: temperature 25 celsius, time 18 hour. The product is CS(=O)(=O)N1CC[C@@H](N)[C@@H](O)C1. Reaction SMILES: [Li+].C[C@H]1[C@@H](C(C)(C)[C@H]2C[C@@H]1[BH-]([C@H]3CCC4)[C@H]4CCC3)C2.[NH3:1].[CH3:2][S:3]([N:6]1[CH2:12][C@H:10]([OH:11])[C:9](=O)[CH2:8][CH2:7]1)(=[O:5])=[O:4]>>[CH3:2][S:3]([N:6]1[CH2:12][C@H:10]([OH:11])[C@H:9]([NH2:1])[CH2:8][CH2:7]1)(=[O:5])=[O:4]. Product: NC1=C(NC2=CC=CC(=C12)F)C(=O)OC(C)(C)C (3-Amino-4-fluoro-1H-indole-2-carboxylic acid, tert-butyl ester). Reactants: FC=1C(=C(C=CC1)NC(C(F)(F)F)=O)C#N (3-fluoro-N-(2-cyano-phenyl)-2,2,2-trifluoroacetamide), BrCC(=O)OC(C)(C)C (tert-butyl bromoacetate). Procedure details: Follow the procedure of Example 5, but start with 3-fluoro-N-(2-cyano-phenyl)-2,2,2-trifluoroacetamide (synthesis described in J. Fluorine Chem. 1981, 18, (2), 185–95) and tert-butyl bromoacetate to obtain the title compound: MS 251(M+H), TLC (silica gel, dichloromethane/methanol, 7:1) Rf=0.38. As a reaction SMILES: [F:1][C:2]1[C:3]([C:15]#[N:16])=[C:4]([NH:8]C(=O)C(F)(F)F)[CH:5]=[CH:6][CH:7]=1.Br[CH2:18][C:19]([O:21][C:22]([CH3:25])([CH3:24])[CH3:23])=[O:20]>>[NH2:16][C:15]1[C:3]2[C:4](=[CH:5][CH:6]=[CH:7][C:2]=2[F:1])[NH:8][C:18]=1[C:19]([O:21][C:22]([CH3:25])([CH3:24])[CH3:23])=[O:20]. Reactants: NC1=C(C=C(C=C1N)Br)O (2,3-diamino-5-bromophenol), C(=O)C=O (glyoxal). The solvent is CO (methanol). Conditions: time 8 hour. Product: BrC=1C=C(C=2N=CC=NC2C1)O (7-bromoquinoxalin-5-ol). Reaction SMILES: [NH2:1][C:2]1[C:7]([NH2:8])=[CH:6][C:5]([Br:9])=[CH:4][C:3]=1[OH:10].[CH:11]([CH:13]=O)=O>CO>[Br:9][C:5]1[CH:4]=[C:3]([OH:10])[C:2]2[N:1]=[CH:11][CH:13]=[N:8][C:7]=2[CH:6]=1. Procedure: As shown in step 6-v of Scheme 6, 2,3-diamino-5-bromophenol (6.0 g, 29.5 mmol) was dissolved in methanol and to this solution was added glyoxal (3.77 g, 2.98 mL, 64.9 mmol) and stirred overnight. The reaction mixture was concentrated under reduced pressure to a minimum volume and the resulting tan solid collected by filtration and dried under high vacuum to produce 7-bromoquinoxalin-5-ol (compound 1017), which was used as is in subsequent reactions without further purification. Reactants: C(C)C1=C(OC2=C(C=CC=C2)[C@@](CCCCOC)(O)[C@H]2CN(CCC2)C(=O)Cl)C=CC=C1 ((R)-3-((S)-1-(2-(2-ethylphenoxy)phenyl)-1-hydroxy-5-methoxy pentyl)piperidine-1-carbonyl chloride), NCC(CN)O (1,3-diaminopropan-2-ol). Run in C(Cl)Cl (CH2Cl2). Run at time 1 hour. Yields the product C(C)C1=C(OC2=C(C=CC=C2)[C@@](CCCCOC)(O)[C@H]2CN(CCC2)C(=O)NCC(CN)O)C=CC=C1 ((3R)-3-((S)-1-(2-(2-ethylphenoxy)phenyl)-1-hydroxy-5-methoxypentyl)-N-(3-amino-2-hydroxypropyl)piperidine-1-carboxamide). The yield is 39.0%. As a reaction SMILES: [CH2:1]([C:3]1[CH:32]=[CH:31][CH:30]=[CH:29][C:4]=1[O:5][C:6]1[CH:11]=[CH:10][CH:9]=[CH:8][C:7]=1[C@:12]([C@@H:20]1[CH2:25][CH2:24][CH2:23][N:22]([C:26](Cl)=[O:27])[CH2:21]1)([OH:19])[CH2:13][CH2:14][CH2:15][CH2:16][O:17][CH3:18])[CH3:2].[NH2:33][CH2:34][CH:35]([OH:38])[CH2:36][NH2:37]>C(Cl)Cl>[CH2:1]([C:3]1[CH:32]=[CH:31][CH:30]=[CH:29][C:4]=1[O:5][C:6]1[CH:11]=[CH:10][CH:9]=[CH:8][C:7]=1[C@:12]([C@@H:20]1[CH2:25][CH2:24][CH2:23][N:22]([C:26]([NH:33][CH2:34][CH:35]([OH:38])[CH2:36][NH2:37])=[O:27])[CH2:21]1)([OH:19])[CH2:13][CH2:14][CH2:15][CH2:16][O:17][CH3:18])[CH3:2]. Procedure details: To a solution of (R)-3-((S)-1-(2-(2-ethylphenoxy)phenyl)-1-hydroxy-5-methoxy pentyl)piperidine-1-carbonyl chloride (<0.05 mmol) in CH2Cl2, there was added excess 1,3-diaminopropan-2-ol (˜0.1 mL). The resulting solution was stirred at rt for 1 h, the CH2Cl2 was removed, and the residue was purified by prep HPLC to give (3R)-3-((S)-1-(2-(2-ethylphenoxy)phenyl)-1-hydroxy-5-methoxypentyl)-N-(3-amino-2-hydroxypropyl)piperidine-1-carboxamide (10.0 mg, 39%) as its TFA salt. 1H NMR (400 MHz, CD3OD): 7.6...